Dataset: the Open Reaction Database (ORD), a public repository of structured organic reaction records. Task: describe an organic reaction: reactants, conditions, products, and yield Starting materials: NC=1C=CC(=NC1)OC (5-amino-2-methoxypyridine), NC=1C=CC(=NC1)OC (5-amino-2-methoxypyridine), C1(CCCCC1)=O (cyclohexanone), C1(CCCCC1)=O (cyclohexanone), C[Si](C)(C)C#N (trimethylsilyl cyanide). Solvent: C(C)(=O)O (acetic acid). Reaction conditions: time 15 minute. Product: COC1=CC=C(C=N1)NC1(CCCCC1)C#N (1-(6-Methoxypyridin-3-ylamino)-cyclohexanecarbonitrile). Reaction SMILES: [NH2:1][C:2]1[CH:3]=[CH:4][C:5]([O:8][CH3:9])=[N:6][CH:7]=1.[C:10]1(=O)[CH2:15][CH2:14][CH2:13][CH2:12][CH2:11]1.C[Si]([C:21]#[N:22])(C)C>C(O)(=O)C>[CH3:9][O:8][C:5]1[N:6]=[CH:7][C:2]([NH:1][C:10]2([C:21]#[N:22])[CH2:15][CH2:14][CH2:13][CH2:12][CH2:11]2)=[CH:3][CH:4]=1. Procedure details: 5 g (40.3 mmol, 1 eq.) of 5-amino-2-methoxypyridine (starting material 1) are added to a solution of 4.2 ml (40.5 mmol, 1 eq.) of cyclohexanone (starting material 2) in 20 ml of acetic acid at 0° C. The solution is stirred for 15 minutes, and 5.4 ml (40.5 mmol, 1 eq.) of trimethylsilyl cyanide are added. The reaction medium is stirred for 2 hours at room temperature. It is then poured gently into ice-cold ammonium hydroxide solution and extracted with ethyl acetate. The organic phases are combin...